This data is from the Open Reaction Database (ORD), a public repository of structured organic reaction records. The task is: describe an organic reaction: reactants, conditions, products, and yield Starting materials: CC(C(=O)c1ccnc(OCc2ccccc2)c1)c1ccc(Cl)cc1Cl, COC(=O)Cc1ccc(C(F)(F)F)cc1Cl, O=C(O)c1ccnc(OCc2ccccc2)c1. Yields the product CC(c1ccc(Cl)cc1Cl)C(O)(c1ccnc(OCc2ccccc2)c1)C(F)(F)F. Reaction SMILES: [CH2:34]([c:35]1[cH:36][cH:37][cH:38][cH:39][cH:40]1)[O:41][c:42]1[n:43][cH:44][cH:45][c:46]([C:48]([CH:49]([CH3:50])[c:51]2[c:52]([Cl:58])[cH:53][c:54]([Cl:57])[cH:55][cH:56]2)=[O:59])[cH:47]1.[CH3:1][O:2][C:3](=[O:4])[CH2:5][c:6]1[cH:7][cH:8][c:9]([C:11]([F:12])([F:13])[F:14])[cH:10][c:15]1[Cl:16].[c:17]1([CH2:18][O:19][c:20]2[cH:21][c:22]([C:23]([OH:24])=[O:25])[cH:26][cH:27][n:28]2)[cH:29][cH:30][cH:31][cH:32][cH:33]1>>[C:11]([F:12])([F:13])([F:14])[C:48]([c:46]1[cH:45][cH:44][n:43][c:42]([O:41][CH2:34][c:35]2[cH:36][cH:37][cH:38][cH:39][cH:40]2)[cH:47]1)([CH:49]([CH3:50])[c:51]1[c:52]([Cl:58])[cH:53][c:54]([Cl:57])[cH:55][cH:56]1)[OH:59]. Reactants: ClC1=CC=C(C=C1)C(N1CC(C1)=C(C(C)O)C1=CC(=CC(=C1)F)F)C1=CC=C(C=C1)Cl (1-{1-[bis(4-chlorophenyl)methyl]azetidin-3-ylidene}-1-(3,5-difluorophenyl)propan-2-ol), ClC(=O)OC1=CC=C(C=C1)[N+](=O)[O-] (4-nitrophenyl chloroformate). Reagents/catalysts: CN(C1=CC=NC=C1)C (4-dimethylaminopyridine). Run in C(Cl)Cl (methylene chloride). Run at time 4 hour. Yields the product C(OC(C(C1=CC(=CC(=C1)F)F)=C1CN(C1)C(C1=CC=C(C=C1)Cl)C1=CC=C(C=C1)Cl)C)(OC1=CC=C(C=C1)[N+](=O)[O-])=O (2-{1-[bis(4-chlorophenyl)methyl]azetidin-3-ylidene}-2-(3,5-difluorophenyl)-1-methylethyl 4-nitrophenyl carbonate). RXN SMILES: [Cl:1][C:2]1[CH:7]=[CH:6][C:5]([CH:8]([C:25]2[CH:30]=[CH:29][C:28]([Cl:31])=[CH:27][CH:26]=2)[N:9]2[CH2:12][C:11](=[C:13]([C:17]3[CH:22]=[C:21]([F:23])[CH:20]=[C:19]([F:24])[CH:18]=3)[CH:14]([OH:16])[CH3:15])[CH2:10]2)=[CH:4][CH:3]=1.Cl[C:33]([O:35][C:36]1[CH:41]=[CH:40][C:39]([N+:42]([O-:44])=[O:43])=[CH:38][CH:37]=1)=[O:34]>CN(C)C1C=CN=CC=1.C(Cl)Cl>[C:33](=[O:34])([O:35][C:36]1[CH:37]=[CH:38][C:39]([N+:42]([O-:44])=[O:43])=[CH:40][CH:41]=1)[O:16][CH:14]([CH3:15])[C:13](=[C:11]1[CH2:12][N:9]([CH:8]([C:5]2[CH:6]=[CH:7][C:2]([Cl:1])=[CH:3][CH:4]=2)[C:25]2[CH:26]=[CH:27][C:28]([Cl:31])=[CH:29][CH:30]=2)[CH2:10]1)[C:17]1[CH:18]=[C:19]([F:24])[CH:20]=[C:21]([F:23])[CH:22]=1. Reported procedure: To a solution of 420 mg (0.91 mmol) of 1-{1-[bis(4-chlorophenyl)methyl]azetidin-3-ylidene}-1-(3,5-difluorophenyl)propan-2-ol, prepared according to the procedures of Example 35, and 222 mg (1.82 mmol) of 4-dimethylaminopyridine in 10 mL of methylene chloride was added 276 mg (1.37 mmol) of 4-nitrophenyl chloroformate and was stirred for 4 h at rt. The reaction mixture was concentrated and the residue was purified by silica gel chromatography with hexanes/ethyl acetate=12:1 to afford the title co... Starting materials: Cl (hydrochloric acid), ClC(=O)OCC(C)C (isobutyl chloroformate), N1=CC=CC=C1 (pyridine), ClC(=O)OCC(C)C (Isobutyl chloroformate), NC1=NC=C(N=C1OC)Cl (2-amino-5-chloro-3-methoxypyrazine), N1=CC=CC=C1 (pyridine). Solvent: ClCCl (dichloromethane). Conditions: time 20 hour. Product: ClC=1N=C(C(=NC1)NC(OCC(C)C)=O)OC (isobutyl N-(5-chloro-3-methoxypyrazin-2-yl)carbamate). Yield: 78.9%. As a reaction SMILES: Cl[C:2]([O:4][CH2:5][CH:6]([CH3:8])[CH3:7])=[O:3].[NH2:9][C:10]1[C:15]([O:16][CH3:17])=[N:14][C:13]([Cl:18])=[CH:12][N:11]=1.N1C=CC=CC=1.Cl>ClCCl>[Cl:18][C:13]1[N:14]=[C:15]([O:16][CH3:17])[C:10]([NH:9][C:2](=[O:3])[O:4][CH2:5][CH:6]([CH3:8])[CH3:7])=[N:11][CH:12]=1. Reported procedure: Isobutyl chloroformate (4.1 g) was added to a solution of 2-amino-5-chloro-3-methoxypyrazine (4.8 g) and pyridine (2.37 g) in dichloromethane (50 ml). The solution was left to stand for 20 hours and then two further portions of isobutyl chloroformate (1.02 g) and pyridine (0.59 g) were added at 2 hour intervals. 2M hydrochloric acid (25 ml) was added and the organic layer was separated. The solution was washed with 2M hydrochloric acid (2×25 ml), water (25 ml) and saturated sodium chloride solut... Reactants: NC1=NN(C(C1)C)C1=CC=C(C=C1)F (3-amino-1-(p-fluorophenyl)-5-methyl-2-pyrazoline), S(O)(O)(=O)=O (sulfuric acid). The solvent is O (water). The product is S(=O)(=O)(O)O.NC1=NN(C(C1)C)C1=CC=C(C=C1)F (3-Amino-1-(p-fluorophenyl)-5-methyl-2-pyrazoline sulfate). As a reaction SMILES: [NH2:1][C:2]1[CH2:6][CH:5]([CH3:7])[N:4]([C:8]2[CH:13]=[CH:12][C:11]([F:14])=[CH:10][CH:9]=2)[N:3]=1.[S:15](=[O:19])(=[O:18])([OH:17])[OH:16]>O>[S:15]([OH:19])([OH:18])(=[O:17])=[O:16].[NH2:1][C:2]1[CH2:6][CH:5]([CH3:7])[N:4]([C:8]2[CH:13]=[CH:12][C:11]([F:14])=[CH:10][CH:9]=2)[N:3]=1 |f:3.4|. Procedure: A mixture of 4.0 g. of 3-amino-1-(p-fluorophenyl)-5-methyl-2-pyrazoline (prepared as described in Example 26), 25.0 ml. of water and 1.0 ml. of concentrated sulfuric acid is refluxed for 6 hours. The mixture is cooled and the precipitate is collected and the solid is recrystallized first from acetone-hexane, then from acetone to give 1.0 g. of the desired product as prisms, m.p. 164.5°-166.5° C. Reactants: C(Cl)Cl (methylene chloride), [N+](=O)([O-])C1=C(CCl)C=CC=C1C (2-nitro-3-methyl benzyl chloride), C(Cl)(Cl)(Cl)Cl (carbon tetrachloride), [OH-].[Na+] (sodium hydroxide). Reagents/catalysts: [Cl-].C(CCC)[N+](CCCC)(CCCC)CCCC (tetrabutyl ammonium chloride). Run at temperature 47 celsius. Product: [N+](=O)([O-])C1=C(C=CC=C1C)C(Cl)(Cl)Cl (2-Nitro-3-Methyl Benzotrichloride). As a reaction SMILES: [N+:1]([C:4]1[C:11](C)=[CH:10][CH:9]=[CH:8][C:5]=1[CH2:6]Cl)([O-:3])=[O:2].C(Cl)Cl.[OH-].[Na+].[C:18]([Cl:22])(Cl)([Cl:20])[Cl:19]>[Cl-].C([N+](CCCC)(CCCC)CCCC)CCC>[N+:1]([C:4]1[C:5]([CH3:6])=[CH:8][CH:9]=[CH:10][C:11]=1[C:18]([Cl:22])([Cl:20])[Cl:19])([O-:3])=[O:2] |f:2.3,5.6|. Procedure: 1 gm of 2-nitro-3-methyl benzyl chloride dissolved in 12 ml of carbon tetrachloride was charged into a reaction vessel with 0.25 gms of tetrabutyl ammonium chloride and 13 ml of methylene chloride. 20 ml of 50% aqueous sodium hydroxide was added to the mixture and the mixture heated for about 31/2 hours at 47° C. After reaction stopped, the organic phase was separated and a fresh charge of aqueous caustic phase with catalyst was added to the organic phase. The mixture was diluted with water, sol...